This data is from the Open Reaction Database (ORD), a public repository of structured organic reaction records. The task is: describe an organic reaction: reactants, conditions, products, and yield Starting materials: C(C1=CC=CC=C1)(=O)C1=CC=C(S1)C(=O)O (5-Benzoylthiophene-2-carboxylic acid), [OH-].[K+] (potassium hydroxide), NN (hydrazine). Run in C(CO)O (ethylene glycol), C(CO)O (ethylene glycol). Run at temperature 140 celsius, time 45 minute. The product is C(C1=CC=CC=C1)C1=CC=C(S1)C(=O)O (5-Benzylthiophene-2-carboxylic Acid). As a reaction SMILES: [C:1]([C:9]1[S:13][C:12]([C:14]([OH:16])=[O:15])=[CH:11][CH:10]=1)(=O)[C:2]1[CH:7]=[CH:6][CH:5]=[CH:4][CH:3]=1.[OH-].[K+].NN>C(O)CO>[CH2:1]([C:9]1[S:13][C:12]([C:14]([OH:16])=[O:15])=[CH:11][CH:10]=1)[C:2]1[CH:3]=[CH:4][CH:5]=[CH:6][CH:7]=1 |f:1.2|. Procedure details: 5-Benzoylthiophene-2-carboxylic acid (1.2 g.) was combined with potassium hydroxide (4 g.), hydrazine (3 ml.) and ethylene glycol (8 ml.) and heated in a 140° C. oil bath. A thick, foamy slurry formed which was diluted with 10 ml. additional ethylene glycol. The bath temperature was increased to 180° C., and the reaction held at this temperature for 45 minutes. The reaction was cooled, filtered and the filtrate diluted with 75 ml. of water. The mixture was cooled in an ice bath, acidified with c...